Dataset: the Open Reaction Database (ORD), a public repository of structured organic reaction records. Task: describe an organic reaction: reactants, conditions, products, and yield Reaction SMILES: [CH3:1][C:2]1[CH:22]=[CH:21][CH:20]=[CH:19][C:3]=1[C:4]([C:6]1[CH:11]=[CH:10][C:9]([C:12]2[O:13]CC(C)(C)N=2)=[CH:8][CH:7]=1)=[O:5].Cl.[OH2:24]>>[CH3:1][C:2]1[CH:22]=[CH:21][CH:20]=[CH:19][C:3]=1[C:4]([C:6]1[CH:7]=[CH:8][C:9]([C:12]([OH:13])=[O:24])=[CH:10][CH:11]=1)=[O:5]. Starting materials: CC1=C(C(=O)C2=CC=C(C=C2)C=2OCC(N2)(C)C)C=CC=C1 (2-[4-(2-Methylbenzoyl)phenyl]-4,4-dimethyl-2-oxazoline), Cl (hydrochloric acid), O (water). Product: CC1=C(C(=O)C2=CC=C(C(=O)O)C=C2)C=CC=C1 (4-(2-methylbenzoyl)benzoic acid). Reported procedure: 2-[4-(2-Methylbenzoyl)phenyl]-4,4-dimethyl-2-oxazoline (2.86 g) and 4.5M hydrochloric acid (150 ml) are refluxed for 8 hours. The mixture is cooled to room temperature, and thereto is added water. The precipitates are collected by filtration to give 4-(2-methylbenzoyl)benzoic acid (2.23 g) as white powder. Starting materials: Cl (HCl), C(C)(C)(C)C=1C=C2CC(C(C2=C(C1)C1=CC=C(C=C1)C(C)(C)C)=O)C (5-tert-Butyl-7-(4-tert-butylphenyl)-2-methyl-1-indanone), [H-].[H-].[H-].[H-].[Li+].[Al+3] (LiAlH4). Solvent: CCOCC (Et2O), CCOCC (Et2O). Reaction conditions: time 1 hour. Yields the product C(C)(C)(C)C=1C=CC(=C(C1)C1C=CC2=CC=CC(=C12)C(C)(C)C)C (5-tert-Butyl-2-methyl-7-tert-butylphenyl-1H-indene). RXN SMILES: [C:1]([C:5]1[CH:6]=[C:7]2[C:11](=[C:12](C3C=CC(C(C)(C)C)=CC=3)[CH:13]=1)[C:10](=O)[CH:9](C)[CH2:8]2)([CH3:4])([CH3:3])[CH3:2].[H-].[H-].[H-].[H-].[Li+].[Al+3].Cl>CCOCC>[C:1]([C:5]1[CH:6]=[CH:7][C:11]([CH3:10])=[C:12]([CH:12]2[C:13]3[C:9](=[CH:8][CH:7]=[CH:6][C:5]=3[C:1]([CH3:4])([CH3:3])[CH3:2])[CH:10]=[CH:11]2)[CH:13]=1)([CH3:4])([CH3:3])[CH3:2] |f:1.2.3.4.5.6|. Procedure details: 5-tert-Butyl-7-(4-tert-butylphenyl)-2-methyl-1-indanone (10.37 g, 31mmol) in Et2O (150 ml) was added dropwise at 0° C. to LiAlH4 (0.6 g, 16 mmol) in Et2O (100 ml). After 1 h of stirring, 5% HCl (50 ml) was added, the organic phase was separated, the water layer was extracted in Et2O (2×50 ml). The combined organic phase was washed with aq. Na2CO3, dried over MgSO4 and evaporated. The residue was dissolved in benzene (500 ml), p-TSA (1 g) was added, the resulting mixture was refluxed for 10 min, ... Reactants: FC1=C(C=CC(=C1)I)N1N=C(C(C(=C1)OC)=O)C1=CC=NN1C1=CC=CC=C1 (1-(2-fluoro-4-iodophenyl)-5-methoxy-3-(1-phenyl-1H-pyrazol-5-yl)pyridazin-4(1H)-one), Cl.FC1(CNCCC1)F (3,3-difluoropiperidine hydrochloride), O([Na])C(C)(C)C (NaO-t-Bu), CC1(C2=C(C(=CC=C2)P(C3=CC=CC=C3)C4=CC=CC=C4)OC5=C(C=CC=C51)P(C6=CC=CC=C6)C7=CC=CC=C7)C (Xantphos). Reagents/catalysts: C=1C=CC(=CC1)/C=C/C(=O)/C=C/C2=CC=CC=C2.C=1C=CC(=CC1)/C=C/C(=O)/C=C/C2=CC=CC=C2.C=1C=CC(=CC1)/C=C/C(=O)/C=C/C2=CC=CC=C2.[Pd].[Pd] (Pd2(dba)3). The solvent is C(=O)(O)[O-].[Na+] (NaHCO3), O1CCOCC1 (1,4-dioxane). Reaction conditions: temperature 90 celsius. Yields the product FC1(CN(CCC1)C1=CC(=C(C=C1)N1N=C(C(C(=C1)OC)=O)C1=CC=NN1C1=CC=CC=C1)F)F (1-[4-(3,3-Difluoropiperidin-1-yl)-2-fluorophenyl]-5-methoxy-3-(1-phenyl-1H-pyrazol-5-yl)pyridazin-4(1H)-one). The yield is 54.8%. RXN SMILES: [F:1][C:2]1[CH:7]=[C:6](I)[CH:5]=[CH:4][C:3]=1[N:9]1[CH:14]=[C:13]([O:15][CH3:16])[C:12](=[O:17])[C:11]([C:18]2[N:22]([C:23]3[CH:28]=[CH:27][CH:26]=[CH:25][CH:24]=3)[N:21]=[CH:20][CH:19]=2)=[N:10]1.Cl.[F:30][C:31]1([F:37])[CH2:36][CH2:35][CH2:34][NH:33][CH2:32]1.O(C(C)(C)C)[Na].CC1(C)C2C(=C(P(C3C=CC=CC=3)C3C=CC=CC=3)C=CC=2)OC2C(P(C3C=CC=CC=3)C3C=CC=CC=3)=CC=CC1=2>O1CCOCC1.C([O-])(O)=O.[Na+].C1C=CC(/C=C/C(/C=C/C2C=CC=CC=2)=O)=CC=1.C1C=CC(/C=C/C(/C=C/C2C=CC=CC=2)=O)=CC=1.C1C=CC(/C=C/C(/C=C/C2C=CC=CC=2)=O)=CC=1.[Pd].[Pd]>[F:30][C:31]1([F:37])[CH2:36][CH2:35][CH2:34][N:33]([C:6]2[CH:5]=[CH:4][C:3]([N:9]3[CH:14]=[C:13]([O:15][CH3:16])[C:12](=[O:17])[C:11]([C:18]4[N:22]([C:23]5[CH:28]=[CH:27][CH:26]=[CH:25][CH:24]=5)[N:21]=[CH:20][CH:19]=4)=[N:10]3)=[C:2]([F:1])[CH:7]=2)[CH2:32]1 |f:1.2,6.7,8.9.10.11.12|. Reported procedure: A mixture of 1-(2-fluoro-4-iodophenyl)-5-methoxy-3-(1-phenyl-1H-pyrazol-5-yl)pyridazin-4(1H)-one (244 mg, 0.5 mmol), 3,3-difluoropiperidine hydrochloride (94.6 mg, 0.6 mmol), NaO-t-Bu (125 mg, 1.3 mmol), Xantphos (46.3 mg, 0.08 mmol) and Pd2(dba)3 (18.3 mg, 0.02 mmol) in 1,4-dioxane (2.5 mL) was heated to 90° C. for 14 h under Ar. The mixture was diluted with NaHCO3 aqueous solution, extracted with AcOEt, dried over Na2SO4, filtered, concentrated in vacuo, purified by column chromatography on ba... The product is Cc1cccc(-c2csc(N3CCN(C(=O)Nc4onc(C)c4C)CC3)n2)c1. Reactants: Cc1cccc(-c2csc(N3CCNCC3)n2)c1, Cc1noc(NC(=O)OCC(Cl)(Cl)Cl)c1C, CS(C)=O, CCN(C(C)C)C(C)C, O. RXN SMILES: [CH3:17][c:18]1[cH:19][c:20](-[c:24]2[n:25][c:26]([N:29]3[CH2:30][CH2:31][NH:32][CH2:33][CH2:34]3)[s:27][cH:28]2)[cH:21][cH:22][cH:23]1.[CH3:1][c:2]1[n:3][o:4][c:5]([NH:8][C:9]([O:10][CH2:11][C:12]([Cl:13])([Cl:14])[Cl:15])=[O:16])[c:6]1[CH3:7].[CH3:45][S:46](=[O:47])[CH3:48].[CH:35]([N:36]([CH:37]([CH3:38])[CH3:39])[CH2:40][CH3:41])([CH3:42])[CH3:43].[OH2:44]>>[CH3:1][c:2]1[n:3][o:4][c:5]([NH:8][C:9](=[O:16])[N:32]2[CH2:31][CH2:30][N:29]([c:26]3[n:25][c:24](-[c:20]4[cH:19][c:18]([CH3:17])[cH:23][cH:22][cH:21]4)[cH:28][s:27]3)[CH2:34][CH2:33]2)[c:6]1[CH3:7]. The reactants are COC=1C=CC2=C(SC(=C2C(=O)C2=CC=C(C=C2)O)C2=CC=C(C=C2)OC)C1 ([6-Methoxy-2-(4-methoxy-phenyl)-benzo[b]thiophen-3-yl]-(4-hydroxy-phenyl)-methanone), C(C1=CC=CC=C1)N1C(CCCC1)CO ((1-benzyl-piperidin-2-yl)-methanol), ethyl acetate hexanes, ethyl acetate hexanes. Product: C(C1=CC=CC=C1)N1C(CCCC1)COC1=CC=C(C=C1)C(=O)C=1C2=C(SC1C1=CC=C(C=C1)OC)C=C(C=C2)OC ([4-(1-Benzyl-piperidine-2-ylmethoxy)-phenyl]-[6-methoxy-2-(4-methoxy -phenyl)-benzo[b]thiophen-3-yl]-methanone). The yield is 36.0%. As a reaction SMILES: [CH3:1][O:2][C:3]1[CH:4]=[CH:5][C:6]2[C:10]([C:11]([C:13]3[CH:18]=[CH:17][C:16]([OH:19])=[CH:15][CH:14]=3)=[O:12])=[C:9]([C:20]3[CH:25]=[CH:24][C:23]([O:26][CH3:27])=[CH:22][CH:21]=3)[S:8][C:7]=2[CH:28]=1.[CH2:29]([N:36]1[CH2:41][CH2:40][CH2:39][CH2:38][CH:37]1[CH2:42]O)[C:30]1[CH:35]=[CH:34][CH:33]=[CH:32][CH:31]=1>>[CH2:29]([N:36]1[CH2:41][CH2:40][CH2:39][CH2:38][CH:37]1[CH2:42][O:19][C:16]1[CH:15]=[CH:14][C:13]([C:11]([C:10]2[C:6]3[CH:5]=[CH:4][C:3]([O:2][CH3:1])=[CH:28][C:7]=3[S:8][C:9]=2[C:20]2[CH:25]=[CH:24][C:23]([O:26][CH3:27])=[CH:22][CH:21]=2)=[O:12])=[CH:18][CH:17]=1)[C:30]1[CH:35]=[CH:34][CH:33]=[CH:32][CH:31]=1. Reported procedure: The product from Step 2 (600 mg) was coupled with (1-benzyl-piperidin-2-yl)-methanol (379 mg) as is Example 10, Step 3 to yield the title compound (320 mg) after silica gel chromatography with 10% ethyl acetate/hexanes to 20% ethyl acetate/hexanes as the gradient eluant. As a reaction SMILES: [C:3](=[CH2:4])([CH3:5])[CH:6]1[CH2:7][CH2:8][CH:9]([CH2:12][OH:13])[CH2:10][CH2:11]1.[CH2:14]([CH3:15])[Br:16].[CH3:17][S:18]([CH3:19])=[O:20].[H-:1].[Na+:2]>>[C:3](=[CH2:4])([CH3:5])[CH:6]1[CH2:7][CH2:8][CH:9]([CH2:12][O:13][CH2:14][CH3:15])[CH2:10][CH2:11]1. Yields the product C=C(C)C1CCC(COCC)CC1. The reactants are C=C(C)C1CCC(CO)CC1, CCBr, CS(C)=O, [H-], [Na+].